Dataset: the Open Reaction Database (ORD), a public repository of structured organic reaction records. Task: describe an organic reaction: reactants, conditions, products, and yield The reactants are NC1=C(C=C(C=C1)N1C[C@H](CCC1)C(=O)N1CCN(CC1)C)OC ([(S)-1-(4-Amino-3-methoxy-phenyl)-piperidin-3-yl]-(4-methyl-piperazin-1-yl)-methanone), COC=1C=C(C=CC1[N+](=O)[O-])N1C[C@@H](CCC1)CN1CCN(CC1)C (1-[(S)-1-(3-Methoxy-4-nitro-phenyl)-piperidin-3-ylmethyl]-4-methyl-piperazine). The product is COC1=C(C=CC(=C1)N1C[C@@H](CCC1)CN1CCN(CC1)C)N (2-Methoxy-4-[(S)-3-(4-methyl-piperazin-1-ylmethyl)-piperidin-1-yl]-phenylamine). As a reaction SMILES: [NH2:1][C:2]1[CH:7]=[CH:6][C:5]([N:8]2[CH2:13][CH2:12][CH2:11][C@H:10]([C:14]([N:16]3[CH2:21][CH2:20][N:19]([CH3:22])[CH2:18][CH2:17]3)=O)[CH2:9]2)=[CH:4][C:3]=1[O:23][CH3:24].COC1C=C(N2CCC[C@@H](CN3CCN(C)CC3)C2)C=CC=1[N+]([O-])=O>>[CH3:24][O:23][C:3]1[CH:4]=[C:5]([N:8]2[CH2:13][CH2:12][CH2:11][C@@H:10]([CH2:14][N:16]3[CH2:17][CH2:18][N:19]([CH3:22])[CH2:20][CH2:21]3)[CH2:9]2)[CH:6]=[CH:7][C:2]=1[NH2:1]. Procedure details: 2-Methoxy-4-[(S)-3-(4-methyl-piperazin-1-ylmethyl)-piperidin-1-yl]-phenylamine was prepared in an analogous fashion to [(S)-1-(4-Amino-3-methoxy-phenyl)-piperidin-3-yl]-(4-methyl-piperazin-1-yl)-methanone of Example 460c replacing [(S)-1-(3-Methoxy-4-nitro-phenyl)-piperidin-3-yl]-(4-methyl-piperazin-1-yl)-methanone with 1-[(S)-1-(3-Methoxy-4-nitro-phenyl)-piperidin-3-ylmethyl]-4-methyl-piperazine. (160 mg, 97%). LC/MS (E/I+) 319.21 (M+H). Reactants: COc1cc2c(-c3cc4c(C=O)ccnc4n3S(=O)(=O)c3ccc(C)cc3)cn(C)c2cc1OC, NC1CC1. Yields the product COc1cc2c(-c3cc4c(CNC5CC5)ccnc4n3S(=O)(=O)c3ccc(C)cc3)cn(C)c2cc1OC. As a reaction SMILES: [CH3:1][O:2][c:3]1[cH:4][c:5]2[c:6](-[c:15]3[cH:16][c:17]4[c:18]([n:19][cH:20][cH:21][c:22]4[CH:23]=[O:24])[n:25]3[S:26](=[O:27])(=[O:28])[c:29]3[cH:30][cH:31][c:32]([CH3:35])[cH:33][cH:34]3)[cH:7][n:8]([CH3:14])[c:9]2[cH:10][c:11]1[O:12][CH3:13].[CH:36]1([NH2:39])[CH2:37][CH2:38]1>>[CH3:1][O:2][c:3]1[cH:4][c:5]2[c:6](-[c:15]3[cH:16][c:17]4[c:18]([n:19][cH:20][cH:21][c:22]4[CH2:23][NH:39][CH:36]4[CH2:37][CH2:38]4)[n:25]3[S:26](=[O:27])(=[O:28])[c:29]3[cH:30][cH:31][c:32]([CH3:35])[cH:33][cH:34]3)[cH:7][n:8]([CH3:14])[c:9]2[cH:10][c:11]1[O:12][CH3:13]. The reactants are C(C(=O)O)(=O)O.ClC=1C=C(C=C(C1)Cl)C1CNCCO1 (2-(3,5-Dichlorophenyl)morpholine oxalate), [OH-].[Na+] (NaOH). Run in ClCCl (dichloromethane). Yields the product ClC=1C=C(C=C(C1)Cl)C1CNCCO1 (2-(3,5-dichlorophenyl)morpholine). Yield: 101.0%. RXN SMILES: C(O)(=O)C(O)=O.[Cl:7][C:8]1[CH:9]=[C:10]([CH:15]2[O:20][CH2:19][CH2:18][NH:17][CH2:16]2)[CH:11]=[C:12]([Cl:14])[CH:13]=1.[OH-].[Na+]>ClCCl>[Cl:14][C:12]1[CH:11]=[C:10]([CH:15]2[O:20][CH2:19][CH2:18][NH:17][CH2:16]2)[CH:9]=[C:8]([Cl:7])[CH:13]=1 |f:0.1,2.3|. Procedure: 2-(3,5-Dichlorophenyl)morpholine oxalate (1 g) from Chem-Impex was added to 5% aq NaOH and dichloromethane and extracted (3×100 mL dichloromethane). Combined extracts were dried over Na2SO4, filtered and concentrated to afford 728 mg of 2-(3,5-dichlorophenyl)morpholine as the free-base. In a 100 mL round-bottom flask, 2-(3,5-dichlorophenyl)morpholine (728 mg, 3.14 mmol) and (S)-2-(trifluoromethyl)oxirane (527 mg, 4.7 mmol) were combined with acetonitrile (10.0 ml) to give a yellow solution. Stir... Reactants: COC(C1=CN=C(C(=C1)Br)Cl)=O (5-bromo-6-chloro-nicotinic acid methylester), COCCO (2-methoxy-ethanol), ClC1=CC=C(C=C1)B(O)O (4-chlorophenyl-boronic acid), N[C@H]1[C@@H](CCCC1)O ((1R,2R)-2-amino-cyclohexanol). Product: ClC1=CC=C(C=C1)C=1C(=NC=C(C(=O)N[C@H]2[C@@H](CCCC2)O)C1)OCCOC (5-(4-Chloro-phenyl)-N-((1R,2R)-2-hydroxy-cyclohexyl)-6-(2-methoxy-ethoxy)-nicotinamide). Reaction SMILES: CO[C:3](=[O:12])[C:4]1[CH:9]=[C:8](Br)[C:7](Cl)=[N:6][CH:5]=1.[Cl:13][C:14]1[CH:19]=[CH:18][C:17](B(O)O)=[CH:16][CH:15]=1.[NH2:23][C@@H:24]1[CH2:29][CH2:28][CH2:27][CH2:26][C@H:25]1[OH:30].[CH3:31][O:32][CH2:33][CH2:34][OH:35]>>[Cl:13][C:14]1[CH:19]=[CH:18][C:17]([C:8]2[C:7]([O:35][CH2:34][CH2:33][O:32][CH3:31])=[N:6][CH:5]=[C:4]([CH:9]=2)[C:3]([NH:23][C@@H:24]2[CH2:29][CH2:28][CH2:27][CH2:26][C@H:25]2[OH:30])=[O:12])=[CH:16][CH:15]=1. Reported procedure: The title compound was synthesized in analogy to the procedure described for the preparation of Example 11, using 5-bromo-6-chloro-nicotinic acid methylester, 2-methoxy-ethanol (commercially available), 4-chlorophenyl-boronic acid (commercially available) and (1R,2R)-2-amino-cyclohexanol (commercially available) as starting materials. MS (m/e): 405.3 (MH+). Starting materials: CC1CC(NCC1)C(=O)OCC (Racemic ethyl 4-methyl-2-piperidinecarboxylate), Cl (HCl). Product: Cl.CC1CC(NCC1)C(=O)O (4-methyl-2-piperidinecarboxylic acid HCl). Reaction SMILES: [CH3:1][CH:2]1[CH2:7][CH2:6][NH:5][CH:4]([C:8]([O:10]CC)=[O:9])[CH2:3]1.[ClH:13]>>[ClH:13].[CH3:1][CH:2]1[CH2:7][CH2:6][NH:5][CH:4]([C:8]([OH:10])=[O:9])[CH2:3]1 |f:2.3|. Reported procedure: Racemic ethyl 4-methyl-2-piperidinecarboxylate (trans form) was hydrolyzed by boiling with an excess of conc. HCl for 4 hrs. to give 4-methyl-2-piperidinecarboxylic acid HCl. A desalting of the amino acid HCl was carried out by chromatography using H form ion-exchange resin (Daiaion SK-112 manufactured by Mitsubishi Chemical Industries Limited) in usual method to give racemic 4-methyl-2-piperidinecarboxylic acid. To a solution of the racemic amino acid (143.2 g) in boiling 95% ethyl alcohol (2,9... Reactants: CCCc1nc2c(Cl)cc(NC(=O)NC3CCCCC3)cc2n1Cc1ccc(-c2ccccc2C(=O)OC(C)(C)C)cc1, ClCCl, O=C(O)C(F)(F)F. Yields the product CCCc1nc2c(Cl)cc(NC(=O)NC3CCCCC3)cc2n1Cc1ccc(-c2ccccc2C(=O)O)cc1. Reaction SMILES: [CH2:1]([CH2:2][CH3:3])[c:4]1[n:5][c:6]2[c:7]([n:8]1[CH2:9][c:10]1[cH:11][cH:12][c:13](-[c:16]3[c:17]([C:22](=[O:23])[O:24][C:25]([CH3:26])([CH3:27])[CH3:28])[cH:18][cH:19][cH:20][cH:21]3)[cH:14][cH:15]1)[cH:29][c:30]([NH:34][C:35](=[O:36])[NH:37][CH:38]1[CH2:39][CH2:40][CH2:41][CH2:42][CH2:43]1)[cH:31][c:32]2[Cl:33].[CH2:51]([Cl:52])[Cl:53].[OH:44][C:45]([C:46]([F:47])([F:48])[F:49])=[O:50]>>[CH2:1]([CH2:2][CH3:3])[c:4]1[n:5][c:6]2[c:7]([n:8]1[CH2:9][c:10]1[cH:11][cH:12][c:13](-[c:16]3[c:17]([C:22](=[O:23])[OH:24])[cH:18][cH:19][cH:20][cH:21]3)[cH:14][cH:15]1)[cH:29][c:30]([NH:34][C:35](=[O:36])[NH:37][CH:38]1[CH2:39][CH2:40][CH2:41][CH2:42][CH2:43]1)[cH:31][c:32]2[Cl:33]. Starting materials: ClC1=CC=C(C=C1)S(=O)(=O)NC1=C(C(=O)NC2=CC=C(C=C2)S(=O)(=O)N2CCSCC2)C=C(C(=C1)OC)OC (2-(4-chloro-phenylsulfonylamino)-4,5-dimethoxy-N-(4-(thiomorpholine-4-sulfonyl)-phenyl)-benzamide), ClC1=CC(=CC=C1)C(=O)OO (m-chloroperbenzoic acid). Solvent: CC(=O)C (acetone), CC(=O)C (acetone). Yields the product ClC1=CC=C(C=C1)S(=O)(=O)NC1=C(C(=O)NC2=CC=C(C=C2)S(=O)(=O)N2CCS(CC2)=O)C=C(C(=C1)OC)OC (2-(4-Chloro-phenylsulfonylamino)-4,5-dimethoxy-N-(4-(1-oxo-thiomorpholine-4-sulfonyl)-phenyl)-benzamide). RXN SMILES: [Cl:1][C:2]1[CH:7]=[CH:6][C:5]([S:8]([NH:11][C:12]2[CH:35]=[C:34]([O:36][CH3:37])[C:33]([O:38][CH3:39])=[CH:32][C:13]=2[C:14]([NH:16][C:17]2[CH:22]=[CH:21][C:20]([S:23]([N:26]3[CH2:31][CH2:30][S:29][CH2:28][CH2:27]3)(=[O:25])=[O:24])=[CH:19][CH:18]=2)=[O:15])(=[O:10])=[O:9])=[CH:4][CH:3]=1.ClC1C=CC=C(C(OO)=[O:48])C=1>CC(C)=O>[Cl:1][C:2]1[CH:7]=[CH:6][C:5]([S:8]([NH:11][C:12]2[CH:35]=[C:34]([O:36][CH3:37])[C:33]([O:38][CH3:39])=[CH:32][C:13]=2[C:14]([NH:16][C:17]2[CH:18]=[CH:19][C:20]([S:23]([N:26]3[CH2:27][CH2:28][S:29](=[O:48])[CH2:30][CH2:31]3)(=[O:25])=[O:24])=[CH:21][CH:22]=2)=[O:15])(=[O:10])=[O:9])=[CH:4][CH:3]=1. Procedure: 500 mg (0.82 mmol) of 2-(4-chloro-phenylsulfonylamino)-4,5-dimethoxy-N-(4-(thiomorpholine-4-sulfonyl)-phenyl)-benzamide in 50 ml of acetone were cooled to 0° C. A solution of 371 mg (1.23 mmol) of 57% m-chloroperbenzoic acid in 20 ml of acetone was added and the mixture was stirred at room temperature over night. For working up it was poured onto water/ice and the precipitate was filtered off with suction. The two products obtained as a mixture were separated by chromatography over silica with m...